This data is from the Open Reaction Database (ORD), a public repository of structured organic reaction records. The task is: describe an organic reaction: reactants, conditions, products, and yield The reactants are N(=C=O)CCCCC1=CC=CC=C1 ((4-Isocyanatobutyl)benzene), N1N=NC2=C1C=CC=C2 (1H-benzo[d][1,2,3]triazole). Conditions: temperature 22.5 celsius, time 8 hour. Product: C1(=CC=CC=C1)CCCCNC(=O)N1N=NC2=C1C=CC=C2 (N-(4-phenylbutyl)-1H-benzo[d][1,2,3]triazole-1-carboxamide). Reaction SMILES: [N:1]([CH2:4][CH2:5][CH2:6][CH2:7][C:8]1[CH:13]=[CH:12][CH:11]=[CH:10][CH:9]=1)=[C:2]=[O:3].[NH:14]1[C:18]2[CH:19]=[CH:20][CH:21]=[CH:22][C:17]=2[N:16]=[N:15]1>C(Cl)Cl>[C:8]1([CH2:7][CH2:6][CH2:5][CH2:4][NH:1][C:2]([N:14]2[C:18]3[CH:19]=[CH:20][CH:21]=[CH:22][C:17]=3[N:16]=[N:15]2)=[O:3])[CH:9]=[CH:10][CH:11]=[CH:12][CH:13]=1. Solvent: C(Cl)Cl (DCM). Procedure: (4-Isocyanatobutyl)benzene (463 mg, 2.64 mmol) was added dropwise to a stirred solution of 1H-benzo[d][1,2,3]triazole (300 mg, 2.52 mmol) in DCM (18 ml) at 0-5° C. The clear reaction mixture was allowed to stir at 20-25° C. overnight. The solvent was removed in vacuum to give a clear oil. The oil solidified on standing into a colourless solid. The product was recrystallised from 2-propanol, the solid was collected, dried in vacuum at 45° C. Yield 477 mg (64%).